Dataset: the Open Reaction Database (ORD), a public repository of structured organic reaction records. Task: describe an organic reaction: reactants, conditions, products, and yield Product: ICc1noc(-c2ccccn2)n1. Starting materials: CCCC[N+](CCCC)(CCCC)CCCC, CC(C)=O, ClCc1noc(-c2ccccn2)n1, [I-], [I-], [Na+]. Reaction SMILES: [CH2:21]([N+:22]([CH2:23][CH2:24][CH2:25][CH3:26])([CH2:27][CH2:28][CH2:29][CH3:30])[CH2:31][CH2:32][CH2:33][CH3:34])[CH2:35][CH2:36][CH3:37].[CH3:16][C:17](=[O:18])[CH3:19].[Cl:1][CH2:2][c:3]1[n:4][o:5][c:6](-[c:8]2[n:9][cH:10][cH:11][cH:12][cH:13]2)[n:7]1.[I-:15].[I-:20].[Na+:14]>>[CH2:2]([c:3]1[n:4][o:5][c:6](-[c:8]2[n:9][cH:10][cH:11][cH:12][cH:13]2)[n:7]1)[I:15]. The reactants are [O-][Mn](=O)(=O)=O.[K+] (KMnO4), C(C)(C)(C)N1C=C(C=C1)C=O (1-tert-butyl-1H-pyrrole-3-carbaldehyde), OS(=O)[O-].[Na+] (NaHSO3). The solvent is CC(=O)C.O (Acetone H2O), CC(=O)C (acetone). Run at time 3 hour. The product is C(C)(C)(C)N1C=C(C=C1)C(=O)O (1-tert-butyl-1H-pyrrole-3-carboxylic acid). Isolated yield 72.1%. Reaction SMILES: [C:1]([N:5]1[CH:9]=[CH:8][C:7]([CH:10]=[O:11])=[CH:6]1)([CH3:4])([CH3:3])[CH3:2].[O-:12][Mn](=O)(=O)=O.[K+].OS([O-])=O.[Na+]>CC(C)=O.CC(C)=O.O>[C:1]([N:5]1[CH:9]=[CH:8][C:7]([C:10]([OH:12])=[O:11])=[CH:6]1)([CH3:4])([CH3:3])[CH3:2] |f:1.2,3.4,6.7|. Procedure: To a solution of 1-tert-butyl-1H-pyrrole-3-carbaldehyde (0.339 g, 2.24 mmol) in acetone (40 mL) was added, over a 2 h period, a solution of KMnO4 (0.708 g, 4.48 mmol) in Acetone/H2O (1:1, 60 mL). After 3 h, the reaction was poured into a solution of 10% NaHSO3/1N HCl (120 mL) and the solution was extracted with DCM (3×60 mL). The combined extracts were washed with H2O (2×60 mL) and 5% NaHCO3 (3×60 mL). The bicarbonate washes were carefully acidified to pH 3 and extracted with DCM (3×60 mL). The ...